Dataset: the Open Reaction Database (ORD), a public repository of structured organic reaction records. Task: describe an organic reaction: reactants, conditions, products, and yield Reactants: Cl.ClC1=CC=C(C=C1)C=1NC(=C(N1)COC(C)C)C (2-(p-chlorophenyl)-4-isopropoxymethyl-5-methylimidazole hydrochloride), Cl (hydrochloric acid). The solvent is O (water). Conditions: time 6 hour. Product: Cl.ClC1=CC=C(C=C1)C=1NC(=C(N1)CO)C (2-(p-chlorophenyl)-4-hydroxymethyl-5-methylimidazole hydrochloride). The yield is 126.9%. As a reaction SMILES: Cl.[Cl:2][C:3]1[CH:8]=[CH:7][C:6]([C:9]2[NH:10][C:11]([CH3:19])=[C:12]([CH2:14][O:15]C(C)C)[N:13]=2)=[CH:5][CH:4]=1.Cl>O>[ClH:2].[Cl:2][C:3]1[CH:4]=[CH:5][C:6]([C:9]2[NH:10][C:11]([CH3:19])=[C:12]([CH2:14][OH:15])[N:13]=2)=[CH:7][CH:8]=1 |f:0.1,4.5|. Procedure: A mixture of 2-(p-chlorophenyl)-4-isopropoxymethyl-5-methylimidazole hydrochloride (45.9 g, 0.152 mole) and 250 ml of water is stirred and refluxed. To this mixture is added 25 ml of concentrated hydrochloric acid and stirring and refluxing are continued for 6 hours. This mixture is chilled and filtered. The solid is dried in a vacuum desiccator and then recrystallized from isopropyl alcohol to give 25 g (64%) of 2-(p-chlorophenyl)-4-hydroxymethyl-5-methylimidazole hydrochloride, m.p. 181° C (de... Reactants: FC(C=1C=C(C=C(C1)C(F)(F)F)NC(=O)N1CCN(CC1)C1=NSN=C1Cl)(F)F (4-(4-Chloro-[1,2,5]thiadiazol-3-yl)-piperazine-1-carboxylic acid (3,5-bis-trifluoromethyl-phenyl)amide), N1CCC(CC1)CO (4-piperadine methanol), CC(C)([O-])C.[K+] (potassium t-butoxide). The solvent is C(C)(C)(C)O (t-butanol), C(C)(C)(C)O (t-butanol). Reaction conditions: temperature 50 celsius. Product: FC(C=1C=C(C=C(C1)C(F)(F)F)NC(=O)N1CCN(CC1)C1=NSN=C1OCC1CCNCC1)(F)F (N-[3,5-bis(trifluoromethyl)phenyl]-4-{4-[(piperidin-4-ylmethyl)oxy]-1,2,5-thiadiazol-3-yl}piperazine-1-carboxamide). Yield: 15.2%. As a reaction SMILES: [F:1][C:2]([F:29])([F:28])[C:3]1[CH:4]=[C:5]([NH:13][C:14]([N:16]2[CH2:21][CH2:20][N:19]([C:22]3[C:26](Cl)=[N:25][S:24][N:23]=3)[CH2:18][CH2:17]2)=[O:15])[CH:6]=[C:7]([C:9]([F:12])([F:11])[F:10])[CH:8]=1.[NH:30]1[CH2:35][CH2:34][CH:33]([CH2:36][OH:37])[CH2:32][CH2:31]1.CC(C)([O-])C.[K+]>C(O)(C)(C)C>[F:1][C:2]([F:29])([F:28])[C:3]1[CH:4]=[C:5]([NH:13][C:14]([N:16]2[CH2:21][CH2:20][N:19]([C:22]3[C:26]([O:37][CH2:36][CH:33]4[CH2:34][CH2:35][NH:30][CH2:31][CH2:32]4)=[N:25][S:24][N:23]=3)[CH2:18][CH2:17]2)=[O:15])[CH:6]=[C:7]([C:9]([F:12])([F:11])[F:10])[CH:8]=1 |f:2.3|. Procedure details: 4-(4-Chloro-[1,2,5]thiadiazol-3-yl)-piperazine-1-carboxylic acid (3,5-bis-trifluoromethyl-phenyl)amide (50 mg, 0.11 mmol, prepared in Example 10b) was dissolved in 330 μL of t-butanol along with 4-piperadine methanol (38 mg, 0.33 mmol). Then, 330 μL of 1.0 M potassium t-butoxide in t-butanol was added. The reaction mixture was heated to 50° C. overnight. The reaction was quenched with the addition of a few drops of trifluoroacetic acid and the solution was diluted to 2 mL in volume with methanol... Reaction SMILES: [CH3:1][O:2][N:3]=[C:4]([C:9]1[CH:14]=[CH:13][CH:12]=[CH:11][C:10]=1[CH2:15][O:16][C:17]1[CH:22]=[CH:21][C:20]([O:23][CH:24]([CH3:28])[C:25](=O)[CH3:26])=[CH:19][C:18]=1[CH3:29])[C:5]([NH:7][CH3:8])=[O:6].[CH3:30][O:31][NH2:32]>CO>[CH3:1][O:2][N:3]=[C:4]([C:9]1[CH:14]=[CH:13][CH:12]=[CH:11][C:10]=1[CH2:15][O:16][C:17]1[CH:22]=[CH:21][C:20]([O:23][CH:24]([CH3:28])[C:25](=[N:32][O:31][CH3:30])[CH3:26])=[CH:19][C:18]=1[CH3:29])[C:5]([NH:7][CH3:8])=[O:6]. Product: CON=C(C(=O)NC)C1=C(C=CC=C1)COC1=C(C=C(C=C1)OC(C(C)=NOC)C)C (2-Methoxyimino-2-{2-[4-(2-methoxyimino-1-methyl-propoxy)-2-methylphenoxymethyl]phenyl}-N-methyl-acetamide). Conditions: temperature 22.5 celsius, time 12 hour. Procedure details: A solution of 21.7 g of the compound from Example 3 in 100 ml of methanol was admixed with 30.4 g of 30% strength aqueous methoxyamine solution and then stirred at 20-25° C. for 12 h. The solvent was distilled off and the residue was taken up in a mixture of methyl tert-butyl ether/water, and the phases were then separated. After drying, the solvent was removed from the organic phase. The residue gave 22 g of the title compound as a light-brown oil. The reactants are CON=C(C(=O)NC)C1=C(C=CC=C1)COC1=C(C=C(C=C1)OC(C(C)=O)C)C (2-Methoxyimino-N-methyl-2-{2-[2-methyl-4-(1-methyl-2-oxopropoxy)phenoxymethyl]phenyl}acetamide), CON (methoxyamine). Solvent: CO (methanol). Starting materials: CCOC(=O)CN1CCN(C(=O)c2cccc(C(c3cccc(O)c3)N3CC(C)NCC3C)c2)CC1, O=CC1CC1. The product is CCOC(=O)CN1CCN(C(=O)c2cccc(C(c3cccc(O)c3)N3CC(C)N(CC4CC4)CC3C)c2)CC1. RXN SMILES: [CH2:1]([CH3:2])[O:3][C:4]([CH2:5][N:6]1[CH2:7][CH2:8][N:9]([C:12]([c:13]2[cH:14][c:15]([CH:19]([c:20]3[cH:21][c:22]([OH:26])[cH:23][cH:24][cH:25]3)[N:27]3[CH:28]([CH3:34])[CH2:29][NH:30][CH:31]([CH3:33])[CH2:32]3)[cH:16][cH:17][cH:18]2)=[O:35])[CH2:10][CH2:11]1)=[O:36].[CH:37]1([CH:40]=[O:41])[CH2:38][CH2:39]1>>[CH2:1]([CH3:2])[O:3][C:4]([CH2:5][N:6]1[CH2:7][CH2:8][N:9]([C:12]([c:13]2[cH:14][c:15]([CH:19]([c:20]3[cH:21][c:22]([OH:26])[cH:23][cH:24][cH:25]3)[N:27]3[CH:28]([CH3:34])[CH2:29][N:30]([CH2:40][CH:37]4[CH2:38][CH2:39]4)[CH:31]([CH3:33])[CH2:32]3)[cH:16][cH:17][cH:18]2)=[O:35])[CH2:10][CH2:11]1)=[O:36]. The reactants are NC1=NN2C(NC(=C(C2C2=C(C=C(C=C2)Cl)Cl)C(=O)OC)C)=N1 (methyl 2-amino-7-(2,4-dichlorophenyl)-5-methyl-4,7-dihydro-[1,2,4]-triazolo[1,5-a]pyrimidine-6-carboxylate), C(#N)C1=C(C(=O)C(=C(C1=O)Cl)Cl)C#N (DDQ). Run in C(Cl)Cl (CH2Cl2). Conditions: time 1 hour. The product is NC1=NN2C(N=C(C(=C2C2=C(C=C(C=C2)Cl)Cl)C(=O)OC)C)=N1 (methyl 2-amino-7-(2,4-dichlorophenyl)-5-methyl-[1,2,4]-triazolo[1,5-a]pyrimidine-6-carboxylate). The yield is 56.2%. RXN SMILES: [NH2:1][C:2]1[N:23]=[C:5]2[NH:6][C:7]([CH3:22])=[C:8]([C:18]([O:20][CH3:21])=[O:19])[CH:9]([C:10]3[CH:15]=[CH:14][C:13]([Cl:16])=[CH:12][C:11]=3[Cl:17])[N:4]2[N:3]=1.C(C1C(=O)C(Cl)=C(Cl)C(=O)C=1C#N)#N>C(Cl)Cl>[NH2:1][C:2]1[N:23]=[C:5]2[N:6]=[C:7]([CH3:22])[C:8]([C:18]([O:20][CH3:21])=[O:19])=[C:9]([C:10]3[CH:15]=[CH:14][C:13]([Cl:16])=[CH:12][C:11]=3[Cl:17])[N:4]2[N:3]=1. Reported procedure: To a stirred solution of crude methyl 2-amino-7-(2,4-dichlorophenyl)-5-methyl-4,7-dihydro-[1,2,4]-triazolo[1,5-a]pyrimidine-6-carboxylate (10.1 mmol) in CH2Cl2 (100 mL) was added DDQ (2.75 g, 12.1 mmol). The reaction was kept at room temperature for 1 h and was quenched by satd aq NaHCO3 solution. The organic layer was washed with satd aq NaHCO3 and brine prior to drying over anhydrous MgSO4. Filtration, concentration under reduced pressure and purification by silica gel chromatography afforded ... Reactants: COC=1C=C(CN)C=C(C1)OC (3,5-dimethoxybenzylamine), C1COS(=O)(=O)C1 (1,3-propane sultone). Solvent: CC(CC)=O (2-butanone). Yields the product COC=1C=C(CNCCCS(=O)(=O)O)C=C(C1)OC (3-(3,5-dimethoxybenzyl)amino-1-propanesulfonic acid). RXN SMILES: [CH3:1][O:2][C:3]1[CH:4]=[C:5]([CH:8]=[C:9]([O:11][CH3:12])[CH:10]=1)[CH2:6][NH2:7].[CH2:13]1[CH2:19][S:16](=[O:18])(=[O:17])[O:15][CH2:14]1>CC(=O)CC>[CH3:12][O:11][C:9]1[CH:8]=[C:5]([CH:4]=[C:3]([O:2][CH3:1])[CH:10]=1)[CH2:6][NH:7][CH2:14][CH2:13][CH2:19][S:16]([OH:18])(=[O:17])=[O:15]. Procedure details: To a solution of 3,5-dimethoxybenzylamine (2.5 g, 15.0 mmol) in 2-butanone (22 mL) was added 1,3-propane sultone (1.95 g, 15.8 mmol). The mixture was stirred at reflux for 2 hours. The reaction mixture was cooled to room temperature. The solid was collected by filtration, washed with acetone (2×25 mL), and dried in vacuo. This allowed the isolation of compound BA, 2.89 g (67%). Starting materials: ClC1=NC(=NC2=CC=CC=C12)C(F)(F)F (4-chloro-2-(trifluoromethyl)quinazoline), CNN (methyl hydrazine). Solvent: ClCCl (dichloromethane). Reaction conditions: time 5 hour. The product is CN(N)C1=NC(=NC2=CC=CC=C12)C(F)(F)F (4-(1-Methylhydrazino)-2-(trifluoromethyl)quinazoline). The yield is 96.0%. RXN SMILES: Cl[C:2]1[C:11]2[C:6](=[CH:7][CH:8]=[CH:9][CH:10]=2)[N:5]=[C:4]([C:12]([F:15])([F:14])[F:13])[N:3]=1.[CH3:16][NH:17][NH2:18]>ClCCl>[CH3:16][N:17]([C:2]1[C:11]2[C:6](=[CH:7][CH:8]=[CH:9][CH:10]=2)[N:5]=[C:4]([C:12]([F:15])([F:14])[F:13])[N:3]=1)[NH2:18]. Procedure: To a solution of 4-chloro-2-(trifluoromethyl)quinazoline (8 g, 0.0344 mol) in dry dichloromethane (100 ml) under nitrogen was added methyl hydrazine (1.74 g, 0.037 mol) and the mixture was stirred at room temperature for 5 h. The reaction mixture was washed with water (2×100 ml), brine and dried. The solvent was removed under vacuum to afford 8 g (96%) of the titled compound as a yellow solid. Starting materials: CC(CC(O)C(Cc1ccccc1)NC(=O)c1cc(-c2ccccc2)cc(N2CCCC2=O)c1)C(=O)NCCC(C)(C)C, COCCCCOc1cc(C(=O)O)cc(N2CCCC2=O)c1, CC(CC(O)C(N)Cc1ccccc1)C(=O)NC1CC2CCC1C2. The product is COCCCCOc1cc(C(=O)NC(Cc2ccccc2)C(O)CC(C)C(=O)NC2CC3CCC2C3)cc(N2CCCC2=O)c1. As a reaction SMILES: [CH2:1]([CH:2]([NH:3][C:4](=[O:5])[c:6]1[cH:7][c:8](-[c:9]2[cH:10][cH:11][cH:12][cH:13][cH:14]2)[cH:15][c:16]([N:17]2[CH2:18][CH2:19][CH2:20][C:21]2=[O:22])[cH:23]1)[CH:24]([OH:25])[CH2:26][CH:27]([C:28](=[O:29])[NH:30][CH2:31][CH2:32][C:33]([CH3:34])([CH3:35])[CH3:36])[CH3:37])[c:38]1[cH:39][cH:40][cH:41][cH:42][cH:43]1.[CH3:44][O:45][CH2:46][CH2:47][CH2:48][CH2:49][O:50][c:51]1[cH:52][c:53]([C:54](=[O:55])[OH:56])[cH:57][c:58]([N:60]2[C:61](=[O:65])[CH2:62][CH2:63][CH2:64]2)[cH:59]1.[CH:66]12[CH:67]([NH:73][C:74]([CH:75]([CH2:76][CH:77]([CH:78]([CH2:79][c:80]3[cH:81][cH:82][cH:83][cH:84][cH:85]3)[NH2:86])[OH:87])[CH3:88])=[O:89])[CH2:68][CH:69]([CH2:70][CH2:71]1)[CH2:72]2>>[CH3:44][O:45][CH2:46][CH2:47][CH2:48][CH2:49][O:50][c:51]1[cH:52][c:53]([C:54](=[O:56])[NH:86][CH:78]([CH:77]([CH2:76][CH:75]([C:74]([NH:73][CH:67]2[CH:66]3[CH2:71][CH2:70][CH:69]([CH2:68]2)[CH2:72]3)=[O:89])[CH3:88])[OH:87])[CH2:79][c:80]2[cH:81][cH:82][cH:83][cH:84][cH:85]2)[cH:57][c:58]([N:60]2[C:61](=[O:65])[CH2:62][CH2:63][CH2:64]2)[cH:59]1. Reactants: C(C)(C)(C)OC(=O)NCCN1C(N(C2=CC=CC=C2C1=O)CC(=O)O)=O ([3-(2-tert-butoxycarbonylamino-ethyl)-2,4-dioxo-3,4-dihydro-2H-quinazolin-1-yl]-acetic acid), ClC=1C(=CC(=C(N)C1)OC)OC (5-chloro-2,4-dimethoxyaniline). Product: C(C)(C)(C)OC(NCCN1C(N(C2=CC=CC=C2C1=O)CC(NC1=C(C=C(C(=C1)Cl)OC)OC)=O)=O)=O ((2-{1-[(5-Chloro-2,4-dimethoxy-phenylcarbamoyl)-methyl]-2,4-dioxo-1,4-dihydro-2H-quinazolin-3-yl}-ethyl)-carbamic acid tert-butyl ester). Reaction SMILES: [C:1]([O:5][C:6]([NH:8][CH2:9][CH2:10][N:11]1[C:20](=[O:21])[C:19]2[C:14](=[CH:15][CH:16]=[CH:17][CH:18]=2)[N:13]([CH2:22][C:23](O)=[O:24])[C:12]1=[O:26])=[O:7])([CH3:4])([CH3:3])[CH3:2].[Cl:27][C:28]1[C:29]([O:37][CH3:38])=[CH:30][C:31]([O:35][CH3:36])=[C:32]([CH:34]=1)[NH2:33]>>[C:1]([O:5][C:6](=[O:7])[NH:8][CH2:9][CH2:10][N:11]1[C:20](=[O:21])[C:19]2[C:14](=[CH:15][CH:16]=[CH:17][CH:18]=2)[N:13]([CH2:22][C:23](=[O:24])[NH:33][C:32]2[CH:34]=[C:28]([Cl:27])[C:29]([O:37][CH3:38])=[CH:30][C:31]=2[O:35][CH3:36])[C:12]1=[O:26])([CH3:2])([CH3:4])[CH3:3]. Reported procedure: This compound is made analogously to Example 1-2 by replacing Intermediate A with [3-(2-tert-butoxycarbonylamino-ethyl)-2,4-dioxo-3,4-dihydro-2H-quinazolin-1-yl]-acetic acid and by replacing cyclopentylamine with 5-chloro-2,4-dimethoxyaniline to afford the title compound. The reaction is carried out in DCM.